Dataset: the Open Reaction Database (ORD), a public repository of structured organic reaction records. Task: describe an organic reaction: reactants, conditions, products, and yield Reactants: NCCCCC(C(=O)O)CCC (6-amino-2-n-propylhexanoic acid), [C@@H]1([C@H](O)[C@@H](O)[C@@H](O)[C@H](O1)CO)C1=CC=C2C=C(C(OC2=C1)=O)C(=O)O (7-β-galactosylcoumarin-3-carboxylic acid), ON1C(CCC1=O)=O (N-hydroxysuccinimide), C1(CCCCC1)N=C=NC1CCCCC1 (dicyclohexyl carbodiimide), [Si](O)(O)(O)O (silicic acid). Solvent: C(C)N(CC)CC (triethylamine), O (water), CN(C=O)C (dimethylformamide). Conditions: time 15 minute. The product is C(=O)(O)C(CCCCNC(=O)C=1C(OC2=CC(=CC=C2C1)[C@H]1[C@H](O)[C@@H](O)[C@@H](O)[C@H](O1)CO)=O)CCC (N-(5-Carboxyoctyl)-7-β-galactosylcoumarin-3-carboxamide). Isolated yield 35.0%. As a reaction SMILES: [C@@H:1]1([C:12]2[CH:21]=[C:20]3[C:15]([CH:16]=[C:17]([C:23](O)=[O:24])[C:18](=[O:22])[O:19]3)=[CH:14][CH:13]=2)[O:9][C@H:8]([CH2:10][OH:11])[C@H:6]([OH:7])[C@H:4]([OH:5])[C@H:2]1[OH:3].ON1C(=O)CCC1=O.C1(N=C=NC2CCCCC2)CCCCC1.[NH2:49][CH2:50][CH2:51][CH2:52][CH2:53][CH:54]([CH2:58][CH2:59][CH3:60])[C:55]([OH:57])=[O:56].[Si](O)(O)(O)O>CN(C)C=O.O.C(N(CC)CC)C>[C:55]([CH:54]([CH2:58][CH2:59][CH3:60])[CH2:53][CH2:52][CH2:51][CH2:50][NH:49][C:23]([C:17]1[C:18](=[O:22])[O:19][C:20]2[C:15]([CH:16]=1)=[CH:14][CH:13]=[C:12]([C@@H:1]1[O:9][C@H:8]([CH2:10][OH:11])[C@H:6]([OH:7])[C@H:4]([OH:5])[C@H:2]1[OH:3])[CH:21]=2)=[O:24])([OH:57])=[O:56]. Reported procedure: A solution of 734 milligrams (mg) [2 millimol (mmol)] of 7-β-galactosylcoumarin-3-carboxylic acid and 210 mg (2 mmol) of N-hydroxysuccinimide in 20 ml of dimethylformamide was cooled to -10° C. while stirring under an inert atmosphere. To this was added 412 mg (2 mmol) of dicyclohexyl carbodiimide. After 15 minutes at -10° C., a clear solution was obtained. The reaction was allowed to warm to room temperature and stirred for 2 hours. It was again cooled to -10° C. and the precipitate of dicycloh... The reactants are C(C)OC(C1=CC=C(C=C1)OC1=CC=C(C=C1)I)=O (4-(4-Iodo-phenoxy)-benzoic acid ethyl ester), S1C=C(C=C1)B(O)O (3-thiophenboronic acid), C(=O)([O-])[O-].[K+].[K+] (K2CO3). The reagents and catalysts are C=1C=CC(=CC1)[P](C=2C=CC=CC2)(C=3C=CC=CC3)[Pd]([P](C=4C=CC=CC4)(C=5C=CC=CC5)C=6C=CC=CC6)([P](C=7C=CC=CC7)(C=8C=CC=CC8)C=9C=CC=CC9)[P](C=1C=CC=CC1)(C=1C=CC=CC1)C=1C=CC=CC1 ((Ph3P)4Pd). Solvent: CCO (EtOH). The product is C(C)OC(C1=CC=C(C=C1)OC1=CC=C(C=C1)C1=CSC=C1)=O (4-(4-Thiophen-3-yl-phenoxy)-benzoic acid ethyl ester). Yield: 88.1%. Reaction SMILES: [CH2:1]([O:3][C:4](=[O:19])[C:5]1[CH:10]=[CH:9][C:8]([O:11][C:12]2[CH:17]=[CH:16][C:15](I)=[CH:14][CH:13]=2)=[CH:7][CH:6]=1)[CH3:2].[S:20]1[CH:24]=[CH:23][C:22](B(O)O)=[CH:21]1.C([O-])([O-])=O.[K+].[K+]>CCO.C1C=CC([P]([Pd]([P](C2C=CC=CC=2)(C2C=CC=CC=2)C2C=CC=CC=2)([P](C2C=CC=CC=2)(C2C=CC=CC=2)C2C=CC=CC=2)[P](C2C=CC=CC=2)(C2C=CC=CC=2)C2C=CC=CC=2)(C2C=CC=CC=2)C2C=CC=CC=2)=CC=1>[CH2:1]([O:3][C:4](=[O:19])[C:5]1[CH:10]=[CH:9][C:8]([O:11][C:12]2[CH:17]=[CH:16][C:15]([C:22]3[CH:23]=[CH:24][S:20][CH:21]=3)=[CH:14][CH:13]=2)=[CH:7][CH:6]=1)[CH3:2] |f:2.3.4,^1:40,42,61,80|. Procedure: A mixture of the product of step 2 (0.5 g, 1.4 mmol), 3-thiophenboronic acid (0.2 g, 1.4 mmol), K2CO3 (1.1 g, 8.1 mmol) and (Ph3P)4Pd (0.08 g, 0.07 mmol) in EtOH (10 mL) was heated to reflux for 24 h. After the solids were filtered off, the filtrate was concentrated to dryness. The residue was purified by a column chromatography on silica gel to yield the title compound (0.4 g, 91%).